Dataset: the Open Reaction Database (ORD), a public repository of structured organic reaction records. Task: describe an organic reaction: reactants, conditions, products, and yield Reactants: N[C@H]1[C@H](C[C@@H]([C@H]([C@@H]1OCC1=CC=CC=C1)OCC1=CC=CC=C1)COCC1=CC=CC=C1)O ((1S,2S,3R,4R,5R)-2-amino-3,4-bis(benzyloxy)-5-(benzyloxymethyl)cyclohexanol), N1C=NC=C1 (imidazole), C(C)(C)(C)[Si](C)(C)Cl (tert-butylchlorodimethylsilane). The solvent is C(Cl)Cl (DCM). The product is C(C1=CC=CC=C1)O[C@@H]1[C@H]([C@H](C[C@@H]([C@H]1OCC1=CC=CC=C1)COCC1=CC=CC=C1)O[Si](C)(C)C(C)(C)C)N ((1R,2R,3R,4R,6S)-2,3-bis(benzyloxy)-4-(benzyloxymethyl)-6-(tertbutyldimethylsilyloxy)cyclohexanamine). Yield: 71.8%. Reaction SMILES: [NH2:1][C@@H:2]1[C@@H:7]([O:8][CH2:9][C:10]2[CH:15]=[CH:14][CH:13]=[CH:12][CH:11]=2)[C@H:6]([O:16][CH2:17][C:18]2[CH:23]=[CH:22][CH:21]=[CH:20][CH:19]=2)[C@@H:5]([CH2:24][O:25][CH2:26][C:27]2[CH:32]=[CH:31][CH:30]=[CH:29][CH:28]=2)[CH2:4][C@@H:3]1[OH:33].N1C=CN=C1.[C:39]([Si:43](Cl)([CH3:45])[CH3:44])([CH3:42])([CH3:41])[CH3:40]>C(Cl)Cl>[CH2:9]([O:8][C@H:7]1[C@H:6]([O:16][CH2:17][C:18]2[CH:19]=[CH:20][CH:21]=[CH:22][CH:23]=2)[C@@H:5]([CH2:24][O:25][CH2:26][C:27]2[CH:32]=[CH:31][CH:30]=[CH:29][CH:28]=2)[CH2:4][C@H:3]([O:33][Si:43]([C:39]([CH3:42])([CH3:41])[CH3:40])([CH3:45])[CH3:44])[C@@H:2]1[NH2:1])[C:10]1[CH:11]=[CH:12][CH:13]=[CH:14][CH:15]=1. Reported procedure: A solution of (1S,2S,3R,4R,5R)-2-amino-3,4-bis(benzyloxy)-5-(benzyloxymethyl)cyclohexanol (1 g, 2.23 mmol) and imidazole (338 mg, 3.35 mmol) in DCM (20 mL) was treated with tert-butylchlorodimethylsilane (371 mg, 2.46 mmol) for 12 h at room temperature. The reaction was quenched by addition of satd. aqueous NaHCO3 (5 mL), and was extracted by DCM (2×10 mL). The organic layers were combined, dried over anhydrous MgSO4, and concentrated under vacuum to give a residue, which was purified by a silic...